From a dataset of the Open Reaction Database (ORD), a public repository of structured organic reaction records. describe an organic reaction: reactants, conditions, products, and yield Reactants: COC(C1=C(C=C(C=C1)C#CC1=C(C=C(C(=C1)Cl)OC1=NC=CC=C1C(=O)N1CCN(C2=CC=CC=C12)C1CC1)Cl)Cl)=O (2-Chloro-4-{2,5-dichloro-4-[3-(4-cyclopropyl-3,4-dihydro-2H-quinoxaline-1-carbonyl)-pyridin-2-yloxy]-phenylethynyl}-benzoic acid methyl ester), C1CCOC1 (THF), Cl (HCl), [OH-].[Li+] (lithium hydroxide). The solvent is O (water), CO (methanol), O (water). The product is ClC1=C(C(=O)O)C=CC(=C1)C#CC1=C(C=C(C(=C1)Cl)OC1=NC=CC=C1C(=O)N1CCN(C2=CC=CC=C12)C1CC1)Cl (2-Chloro-4-{2,5-dichloro-4-[3-(4-cyclopropyl-3,4-dihydro-2H-quinoxaline-1-carbonyl)-pyridin-2-yloxy]-phenylethynyl}-benzoic acid). Isolated yield 74.1%. Reaction SMILES: C[O:2][C:3](=[O:43])[C:4]1[CH:9]=[CH:8][C:7]([C:10]#[C:11][C:12]2[CH:17]=[C:16]([Cl:18])[C:15]([O:19][C:20]3[C:25]([C:26]([N:28]4[C:37]5[C:32](=[CH:33][CH:34]=[CH:35][CH:36]=5)[N:31]([CH:38]5[CH2:40][CH2:39]5)[CH2:30][CH2:29]4)=[O:27])=[CH:24][CH:23]=[CH:22][N:21]=3)=[CH:14][C:13]=2[Cl:41])=[CH:6][C:5]=1[Cl:42].C1COCC1.[OH-].[Li+].Cl>O.CO>[Cl:42][C:5]1[CH:6]=[C:7]([C:10]#[C:11][C:12]2[CH:17]=[C:16]([Cl:18])[C:15]([O:19][C:20]3[C:25]([C:26]([N:28]4[C:37]5[C:32](=[CH:33][CH:34]=[CH:35][CH:36]=5)[N:31]([CH:38]5[CH2:40][CH2:39]5)[CH2:30][CH2:29]4)=[O:27])=[CH:24][CH:23]=[CH:22][N:21]=3)=[CH:14][C:13]=2[Cl:41])[CH:8]=[CH:9][C:4]=1[C:3]([OH:43])=[O:2] |f:2.3|. Procedure: To a solution of 2-chloro-4-{2,5-dichloro-4-[3-(4-cyclopropyl-3,4-dihydro-2H-quinoxaline-1-carbonyl)-pyridin-2-yloxy]-phenylethynyl}-benzoic acid methyl ester (150 mg, 0.24 mmol, 1.0 equiv; Example 167) in a 2:2:1 mixture of THF, methanol and water (2 mL) was added lithium hydroxide (11.4 mg, 0.47 mmol, 2.0 equiv; [CAS RN 1310-65-2]) and the reaction mixture stirred at rt over night. The crude reaction product was taken up in water (50 mL), acidified to pH 1 by addition of a solution of 1 M HCl ... The reactants are C(C)(C)(C)C1=CC=C(C(=O)N2[C@@](C[C@@H]([C@@H]2C=2N=C(SC2)C2=CC=CC=C2)C2=NC=CN=C2)(C(=O)OC(C)(C)C)CC(C)C)C=C1 (rel-(2S,4S,5R)-1-(4-tert-butylbenzoyl)-2-isobutyl-4-pyrazin-2-yl-5-(2-phenyl-1,3-thiazol-4-yl)pyrrolidine-2-carboxylic acid, tert butyl ester), C(=O)(C(F)(F)F)O (TFA). The product is C(C)(C)(C)C1=CC=C(C(=O)N2[C@@](C[C@@H]([C@@H]2C=2N=C(SC2)C2=CC=CC=C2)C2=NC=CN=C2)(C(=O)O)CC(C)C)C=C1 (rel-(2S,4S,5R)-1-(4-tert-Butylbenzoyl)-2-isobutyl-4-(pyrazin-2-yl)-5-(2-phenyl-1,3-thiazol-4-yl)pyrrolidine-2-carboxylic acid). Reaction SMILES: [C:1]([C:5]1[CH:45]=[CH:44][C:8]([C:9]([N:11]2[C@@H:15]([C:16]3[N:17]=[C:18]([C:21]4[CH:26]=[CH:25][CH:24]=[CH:23][CH:22]=4)[S:19][CH:20]=3)[C@@H:14]([C:27]3[CH:32]=[N:31][CH:30]=[CH:29][N:28]=3)[CH2:13][C@@:12]2([CH2:40][CH:41]([CH3:43])[CH3:42])[C:33]([O:35]C(C)(C)C)=[O:34])=[O:10])=[CH:7][CH:6]=1)([CH3:4])([CH3:3])[CH3:2].C(O)(C(F)(F)F)=O>>[C:1]([C:5]1[CH:45]=[CH:44][C:8]([C:9]([N:11]2[C@@H:15]([C:16]3[N:17]=[C:18]([C:21]4[CH:26]=[CH:25][CH:24]=[CH:23][CH:22]=4)[S:19][CH:20]=3)[C@@H:14]([C:27]3[CH:32]=[N:31][CH:30]=[CH:29][N:28]=3)[CH2:13][C@@:12]2([CH2:40][CH:41]([CH3:42])[CH3:43])[C:33]([OH:35])=[O:34])=[O:10])=[CH:7][CH:6]=1)([CH3:3])([CH3:2])[CH3:4]. Procedure: The tert-butyl ester from stage A was deprotected with TFA in a similar manner to that described in Example 1 and purified by reverse phase HPLC to afford the title compound as a solid. Reactants: C, CCO, [H][H], O=[N+]([O-])c1ccc(-c2cocn2)cc1, C1CCOC1, [Pd]. Product: Nc1ccc(-c2cocn2)cc1. As a reaction SMILES: [C:20].[CH3:15][CH2:16][OH:17].[H:18][H:19].[N+:1]([O-:2])(=[O:3])[c:4]1[cH:5][cH:6][c:7](-[c:10]2[n:11][cH:12][o:13][cH:14]2)[cH:8][cH:9]1.[O:22]1[CH2:23][CH2:24][CH2:25][CH2:26]1.[Pd:21]>>[NH2:1][c:4]1[cH:5][cH:6][c:7](-[c:10]2[n:11][cH:12][o:13][cH:14]2)[cH:8][cH:9]1. Reactants: BrCC(=O)OC (methyl bromoacetate), [H-].[Na+] (NaH), C1(=C(C=CC=C1)CN1C(=CC2=C(C=CC=C12)O)CC)C1=CC=CC=C1 (1-([1,1'-Biphenyl]-2-ylmethyl)-2-ethyl-4-hydroxy-1H-indole). Solvent: CN(C)C=O (DMF). Product: COC(COC1=C2C=C(N(C2=CC=C1)CC1=C(C=CC=C1)C1=CC=CC=C1)CC)=O ([[1-([1,1'-biphenyl]-2-ylmethyl)-2-ethyl-1H-indol-4-yl]oxy]acetic acid methyl ester). Yield: 58.6%. Reaction SMILES: [C:1]1([C:20]2[CH:25]=[CH:24][CH:23]=[CH:22][CH:21]=2)[CH:6]=[CH:5][CH:4]=[CH:3][C:2]=1[CH2:7][N:8]1[C:16]2[C:11](=[C:12]([OH:17])[CH:13]=[CH:14][CH:15]=2)[CH:10]=[C:9]1[CH2:18][CH3:19].Br[CH2:27][C:28]([O:30][CH3:31])=[O:29].[H-].[Na+]>CN(C=O)C>[CH3:31][O:30][C:28](=[O:29])[CH2:27][O:17][C:12]1[CH:13]=[CH:14][CH:15]=[C:16]2[C:11]=1[CH:10]=[C:9]([CH2:18][CH3:19])[N:8]2[CH2:7][C:2]1[CH:3]=[CH:4][CH:5]=[CH:6][C:1]=1[C:20]1[CH:25]=[CH:24][CH:23]=[CH:22][CH:21]=1 |f:2.3|. Reported procedure: 1-([1,1'-Biphenyl]-2-ylmethyl)-2-ethyl-4-hydroxy-1H-indole (911 mg, 2.8 mmol) was alkylated by treating with 0.26 mL (2.8 mmol) of methyl bromoacetate and 111 mg (2.8 mmol) of 60% NaH/mineral oil in DMF as described in Example 1, Part E. The product was purified by chromatography over silica gel eluting with 20% EtOAc/hexane, to give 655 mg (59% yield) of [[1-([1,1'-biphenyl]-2-ylmethyl)-2-ethyl-1H-indol-4-yl]oxy]acetic acid methyl ester. Starting materials: OC=1C=C(C=O)C=CC1OC(F)F (3-hydroxy-4-difluoromethoxy benzaldehyde), FC1=C(C=CC=C1)[N+](=O)[O-] (2-fluoronitrobenzene), O (water), [F-].[K+] (potassium fluoride). Solvent: CS(=O)C (DMSO), CS(=O)C (DMSO), CS(=O)C (DMSO). Conditions: temperature 140 celsius, time 3.5 hour. Yields the product FC(OC1=CC=C(C=O)C=C1)F (4-difluoromethoxy benzaldehyde). The yield is 153.5%. Reaction SMILES: [F-].[K+].O[C:4]1[CH:5]=[C:6]([CH:9]=[CH:10][C:11]=1[O:12][CH:13]([F:15])[F:14])[CH:7]=[O:8].FC1C=CC=CC=1[N+]([O-])=O.O>CS(C)=O>[F:14][CH:13]([F:15])[O:12][C:11]1[CH:4]=[CH:5][C:6]([CH:7]=[O:8])=[CH:9][CH:10]=1 |f:0.1|. Procedure details: To a stirred suspension of potassium fluoride (372 mg, 6.4 mmol) in dry DMSO (10 ml) was added a solution of 3-hydroxy-4-difluoromethoxy benzaldehyde (1.0 gm, 5.3 mmol) in DMSO (10 ml). The reaction contents were heated at 140° C. for 10 min. A solution of 2-fluoronitrobenzene (747 mg, 5.3 mmol) in DMSO (5 ml) was added to the above suspension and the reaction mixture was stirred at 140° C. for 3.5 h. The reaction mixture was cooled to room temperature and the contents were poured into water (20... Starting materials: CC(C)O, CCc1c(CCN2CC(C(=O)OC)C2)cccc1-c1cnc(-c2ccc(OC(C)C)c(Cl)c2)s1, [Na+], [OH-], O. The product is CCc1c(CCN2CC(C(=O)O)C2)cccc1-c1cnc(-c2ccc(OC(C)C)c(Cl)c2)s1. Reaction SMILES: [CH:37]([OH:38])([CH3:39])[CH3:40].[Cl:1][c:2]1[cH:3][c:4](-[c:12]2[s:13][c:14](-[c:17]3[c:18]([CH2:33][CH3:34])[c:19]([CH2:23][CH2:24][N:25]4[CH2:26][CH:27]([C:29](=[O:30])[O:31][CH3:32])[CH2:28]4)[cH:20][cH:21][cH:22]3)[cH:15][n:16]2)[cH:5][cH:6][c:7]1[O:8][CH:9]([CH3:10])[CH3:11].[Na+:36].[OH-:35].[OH2:41]>>[Cl:1][c:2]1[cH:3][c:4](-[c:12]2[s:13][c:14](-[c:17]3[c:18]([CH2:33][CH3:34])[c:19]([CH2:23][CH2:24][N:25]4[CH2:26][CH:27]([C:29](=[O:30])[OH:31])[CH2:28]4)[cH:20][cH:21][cH:22]3)[cH:15][n:16]2)[cH:5][cH:6][c:7]1[O:8][CH:9]([CH3:10])[CH3:11]. Reactants: [Br-].C(CCCCC)(=O)NCCCCCCCC[P+](C1=CC=CC=C1)(C1=CC=CC=C1)C1=CC=CC=C1 ((8-hexanamidooctyl)triphenylphosphonium bromide), C(C1=CC=CC=C1)OC1=CC=2C[C@H]([C@H]3[C@@H]4CC[C@@H]([C@@]4(C)CC[C@@H]3C2C=C1)O)C=CCCCCCCCNC(CCCCC)=O (N-[9-(3-benzyloxy-17β-hydroxyoestra-1,3,5(10)-trien-7α-yl)non-8-enyl]hexanamide). Product: OC1=CC=2C[C@H]([C@H]3[C@@H]4CC[C@@H]([C@@]4(C)CC[C@@H]3C2C=C1)O)CCCCCCCCCNC(CCCCC)=O (N-[9-(3,17β-dihydroxyoestra-1,3,5(10)-trien-7α-yl)nonyl]hexanamide). As a reaction SMILES: [Br-].C(NCCCCCCCC[P+](C1C=CC=CC=1)(C1C=CC=CC=1)C1C=CC=CC=1)(=O)CCCCC.C([O:44][C:45]1[CH:62]=[CH:61][C:60]2[C@@H:59]3[C@H:50]([C@H:51]4[C@@:55]([CH2:57][CH2:58]3)([CH3:56])[C@@H:54]([OH:63])[CH2:53][CH2:52]4)[C@H:49]([CH:64]=[CH:65][CH2:66][CH2:67][CH2:68][CH2:69][CH2:70][CH2:71][CH2:72][NH:73][C:74](=[O:80])[CH2:75][CH2:76][CH2:77][CH2:78][CH3:79])[CH2:48][C:47]=2[CH:46]=1)C1C=CC=CC=1>>[OH:44][C:45]1[CH:62]=[CH:61][C:60]2[C@@H:59]3[C@H:50]([C@H:51]4[C@@:55]([CH2:57][CH2:58]3)([CH3:56])[C@@H:54]([OH:63])[CH2:53][CH2:52]4)[C@H:49]([CH2:64][CH2:65][CH2:66][CH2:67][CH2:68][CH2:69][CH2:70][CH2:71][CH2:72][NH:73][C:74](=[O:80])[CH2:75][CH2:76][CH2:77][CH2:78][CH3:79])[CH2:48][C:47]=2[CH:46]=1 |f:0.1|. Procedure details: The process described in the last paragraph of Example 6 was repeated except that (8-hexanamidooctyl)triphenylphosphonium bromide was used in place of (9-carboxynonyl)triphenylphosphonium bromide. The hydrogenation process described in the second paragraph of Example 6 was then repeated using the N-[9-(3-benzyloxy-17β-hydroxyoestra-1,3,5(10)-trien-7α-yl)non-8-enyl]hexanamide thus obtained as starting material, and there was thus obtained as an oil N-[9-(3,17β-dihydroxyoestra-1,3,5(10)-trien-7α-y... Reactants: C(CCC)[Li] (n-butyl-lithium), C1(=CC=CC=C1)PC1=CC=CC=C1 (diphenylphosphine), COC1=C2C=3C=CC(=CC3C(C2=CC=C1)=O)OCCC (5-methoxy-2-propoxy-fluoren-9-one), P(C1=CC=CC=C1)C1=CC=CC=C1 (Ph2PH). Run in C1CCOC1 (THF), C1CCOC1 (THF). Reaction conditions: time 30 minute. Yields the product OC1=C2C=3C=CC(=CC3C(C2=CC=C1)=O)OCCC (5-hydroxy-2-propoxy-fluoren-9-one). Reaction SMILES: C([Li])CCC.C1(PC2C=CC=CC=2)C=CC=CC=1.C[O:20][C:21]1[CH:33]=[CH:32][CH:31]=[C:30]2[C:22]=1[C:23]1[CH:24]=[CH:25][C:26]([O:35][CH2:36][CH2:37][CH3:38])=[CH:27][C:28]=1[C:29]2=[O:34]>C1COCC1>[OH:20][C:21]1[CH:33]=[CH:32][CH:31]=[C:30]2[C:22]=1[C:23]1[CH:24]=[CH:25][C:26]([O:35][CH2:36][CH2:37][CH3:38])=[CH:27][C:28]=1[C:29]2=[O:34]. Procedure: Add n-butyl-lithium (4.80 mL, 0.012 mole) in THF (60 mL) dropwise to diphenylphosphine (Ph2PH, 2.34 g, 0.012 mole) at -20° C. Warm to resulting red solution to abient temperature, then stir for 30 minutes. Prepare a solution of 5-methoxy-2-propoxy-fluoren-9-one (0.88 g, 3.3 mmole) in THF (20 mL) and add to the stirred dark-red Ph2PH solution, stirring for an additional hour while the color changes from dark-red to brown, then heating at reflux for 15 minutes. Cool to abient temperature, then que...